This data is from the Open Reaction Database (ORD), a public repository of structured organic reaction records. The task is: describe an organic reaction: reactants, conditions, products, and yield Starting materials: O=C([O-])O, Cc1ccc(S(=O)(=O)c2[nH]cc(C)c2-c2ccccc2)cc1, CC#N, [Cl-], C[N+](C)=CCl, [Na+], C1CCOC1. Yields the product Cc1ccc(S(=O)(=O)c2[nH]c(C=O)c(C)c2-c2ccccc2)cc1. RXN SMILES: [C:34](=[O:35])([O-:36])[OH:37].[CH3:1][c:2]1[c:3](-[c:17]2[cH:18][cH:19][cH:20][cH:21][cH:22]2)[c:4]([S:7](=[O:8])(=[O:9])[c:10]2[cH:11][cH:12][c:13]([CH3:16])[cH:14][cH:15]2)[nH:5][cH:6]1.[CH3:39][C:40]#[N:41].[Cl-:23].[Cl:24][CH:25]=[N+:26]([CH3:27])[CH3:28].[Na+:38].[O:29]1[CH2:30][CH2:33][CH2:32][CH2:31]1>>[CH3:1][c:2]1[c:3](-[c:17]2[cH:18][cH:19][cH:20][cH:21][cH:22]2)[c:4]([S:7](=[O:8])(=[O:9])[c:10]2[cH:11][cH:12][c:13]([CH3:16])[cH:14][cH:15]2)[nH:5][c:6]1[CH:30]=[O:29]. Starting materials: [OH-].[K+] (KOH), FC1=CC=2NC=3C(NCCC3C2C2=C1OCC2)=O (4-Fluoro-1,2,6,8,9,10-hexahydro-3-oxa-6,8-diaza-cyclopenta[c]fluoren-7-one). Run in C(C)O (ethanol). Conditions: time 8 hour. Yields the product NCCC1=C(NC2=CC(=C3OCCC3=C12)F)C(=O)O (8-(2-Amino-ethyl)-4-fluoro-1,6-dihydro-2H-3-oxa-6-aza-as-indacene-7-carboxylic acid). Yield: 47.5%. Reaction SMILES: [OH-:1].[K+].[F:3][C:4]1[C:16]2[O:17][CH2:18][CH2:19][C:15]=2[C:14]2[C:13]3[CH2:12][CH2:11][NH:10][C:9](=[O:20])[C:8]=3[NH:7][C:6]=2[CH:5]=1>C(O)C>[NH2:10][CH2:11][CH2:12][C:13]1[C:14]2[C:6](=[CH:5][C:4]([F:3])=[C:16]3[C:15]=2[CH2:19][CH2:18][O:17]3)[NH:7][C:8]=1[C:9]([OH:20])=[O:1] |f:0.1|. Procedure details: To a stirring solution of KOH (214 mg, 3.82 mmol) in ethanol (50%), compound 10 (108 mg, 0.438 mmol) was added. It was refluxed for 6 h and kept overnight at room temperature. The solvent was removed and water was added to the residue thus obtained. It was filtered and acidified with acetic acid. The solid obtained was washed with water. The filtrate was again extracted with ethyl acetate. The organic layer was concentrated to yield the desired compound 11 (55 mg, yield 47.45%). Starting materials: Cl.COCC1=C(C=CC(=C1)C1=NC(=NO1)C=1C=CC(=NC1)C(=O)O)C1=C(C=CC=C1)C (5-{5-[2-(methoxymethyl)-2′-methylbiphenyl-4-yl]-1,2,4-oxadiazol-3-yl}pyridine-2-carboxylic acid hydrochloride), C(C(=O)Cl)(=O)Cl (oxalyl chloride), solution, N (ammonia), O1CCOCC1 (dioxane). The reagents and catalysts are CN(C)C=O (DMF). Solvent: C(Cl)Cl (DCM). Run at time 1 hour. Yields the product COCC1=C(C=CC(=C1)C1=NC(=NO1)C=1C=CC(=NC1)C(=O)N)C1=C(C=CC=C1)C (5-{5-[2-(methoxymethyl)-2′-methylbiphenyl-4-yl]-1,2,4-oxadiazol-3-yl}pyridine-2-carboxamide). Isolated yield 96.0%. As a reaction SMILES: Cl.[CH3:2][O:3][CH2:4][C:5]1[CH:10]=[C:9]([C:11]2[O:15][N:14]=[C:13]([C:16]3[CH:17]=[CH:18][C:19]([C:22]([OH:24])=O)=[N:20][CH:21]=3)[N:12]=2)[CH:8]=[CH:7][C:6]=1[C:25]1[CH:30]=[CH:29][CH:28]=[CH:27][C:26]=1[CH3:31].C(Cl)(=O)C(Cl)=O.[NH3:38].O1CCOCC1>C(Cl)Cl.CN(C=O)C>[CH3:2][O:3][CH2:4][C:5]1[CH:10]=[C:9]([C:11]2[O:15][N:14]=[C:13]([C:16]3[CH:17]=[CH:18][C:19]([C:22]([NH2:38])=[O:24])=[N:20][CH:21]=3)[N:12]=2)[CH:8]=[CH:7][C:6]=1[C:25]1[CH:30]=[CH:29][CH:28]=[CH:27][C:26]=1[CH3:31] |f:0.1|. Procedure details: To a solution of 5-{5-[2-(methoxymethyl)-2′-methylbiphenyl-4-yl]-1,2,4-oxadiazol-3-yl}pyridine-2-carboxylic acid hydrochloride (100 mg, 0.23 mmol) in anhydrous DCM (5 mL) was added oxalyl chloride (0.058 mL, 0.69 mmol) and DMF (1 drop). The resulting mixture was stirred at RT for 1 hour. The reaction mixture was concentrated under reduced pressure. The residue was taken up with anhydrous THF (2 mL) and a 0.5N solution of ammonia in dioxane (4.5 mL, 2.25 mmol) was added. The mixture was stirred a... Starting materials: ice water, C(CCC)C1=NC2=C(N1CC1=CC=C(C=C1)C1=C(C=CC=C1)C(NOC(C)=O)=N)C(=CC=C2)C(=O)OC (methyl 2-butyl-1-[[2'-(acetoxycarbamimidoyl)biphenyl-4yl)methyl]benzimidazole-7-carboxylate), C(=S)=S (CS2), [H-].[Na+] (sodium hydride). Solvent: CN(C)C=O (DMF). Run at time 2 hour. The product is C(CCC)C1=NC2=C(N1CC1=CC=C(C=C1)C1=C(C=CC=C1)C=1NOC(N1)=S)C(=CC=C2)C(=O)OC (Methyl 2-butyl-1-[[2'-(2,5-dihydro-5-thioxo-1,2,4-oxadiazol-3-yl)biphenyl-4-yl]methyl]benzimidazol-7-carboxylate). Yield: 32.0%. Reaction SMILES: [CH2:1]([C:5]1[N:9]([CH2:10][C:11]2[CH:16]=[CH:15][C:14]([C:17]3[CH:22]=[CH:21][CH:20]=[CH:19][C:18]=3[C:23](=[NH:29])[NH:24][O:25][C:26](=O)C)=[CH:13][CH:12]=2)[C:8]2[C:30]([C:34]([O:36][CH3:37])=[O:35])=[CH:31][CH:32]=[CH:33][C:7]=2[N:6]=1)[CH2:2][CH2:3][CH3:4].C(=S)=[S:39].[H-].[Na+]>CN(C=O)C>[CH2:1]([C:5]1[N:9]([CH2:10][C:11]2[CH:16]=[CH:15][C:14]([C:17]3[CH:22]=[CH:21][CH:20]=[CH:19][C:18]=3[C:23]3[NH:24][O:25][C:26](=[S:39])[N:29]=3)=[CH:13][CH:12]=2)[C:8]2[C:30]([C:34]([O:36][CH3:37])=[O:35])=[CH:31][CH:32]=[CH:33][C:7]=2[N:6]=1)[CH2:2][CH2:3][CH3:4] |f:2.3|. Reported procedure: To a mixture of methyl 2-butyl-1-[[2'-(acetoxycarbamimidoyl)biphenyl-4yl)methyl]benzimidazole-7-carboxylate (2.0 g) and CS2 (1.5 g) in DMF (12 ml) gas added sodium hydride (60% in oil, 0.56 g) during a period of 10 minutes and the reaction mixture was stirred at room temperature for 2 hours. The reaction mixture was poured into ice-water and the pH of the solution was adjusted to 3. The mixture was extracted with ethylacetate and the extract was washed with water, dried, and concentrated to dryn... Reported procedure: To a mixture under N2 of 3-ethynyl-benzoic acid ethyl ester (9) (50 mg), 7-iodo-3,3-dimethyl-3,4-dihydro-2H-benzo[b][1,4]dioxepine (5) (87 mg) (example 1b), [PdCl2(PPh3)2] (10 mg) and copper(I) iodide (5.5 mg) is added a degassed mixture of THF (2.5 ml) and diisopropylamine (2.5 ml). After 5.5 h stirring at RT hexane (15 ml) is added and the mixture is washed with 1 N aq. HCl sol. (2×15 ml), H2O (15 ml) and brine (15 ml). After drying over MgSO4 the solvent is evaporated and the product is purif... Reagents/catalysts: Cl[Pd]([P](C1=CC=CC=C1)(C2=CC=CC=C2)C3=CC=CC=C3)([P](C4=CC=CC=C4)(C5=CC=CC=C5)C6=CC=CC=C6)Cl (PdCl2(PPh3)2), [Cu]I (copper(I) iodide). Yields the product C(C)OC(C1=CC(=CC=C1)C#CC1=CC2=C(OCC(CO2)(C)C)C=C1)=O (3-(3,3-Dimethyl-3,4-dihydro-2H-benzo[b][1,4]dioxepin-7-ylethynyl)-benzoic acid ethyl ester). Reaction SMILES: [CH2:1]([O:3][C:4](=[O:13])[C:5]1[CH:10]=[CH:9][CH:8]=[C:7]([C:11]#[CH:12])[CH:6]=1)[CH3:2].I[C:15]1[CH:27]=[CH:26][C:18]2[O:19][CH2:20][C:21]([CH3:25])([CH3:24])[CH2:22][O:23][C:17]=2[CH:16]=1.C1COCC1.C(NC(C)C)(C)C>Cl[Pd](Cl)([P](C1C=CC=CC=1)(C1C=CC=CC=1)C1C=CC=CC=1)[P](C1C=CC=CC=1)(C1C=CC=CC=1)C1C=CC=CC=1.[Cu]I.CCCCCC>[CH2:1]([O:3][C:4](=[O:13])[C:5]1[CH:10]=[CH:9][CH:8]=[C:7]([C:11]#[C:12][C:15]2[CH:27]=[CH:26][C:18]3[O:19][CH2:20][C:21]([CH3:25])([CH3:24])[CH2:22][O:23][C:17]=3[CH:16]=2)[CH:6]=1)[CH3:2] |^1:42,61|. Reactants: C(C)OC(C1=CC(=CC=C1)C#C)=O (3-Ethynyl-benzoic acid ethyl ester), IC1=CC2=C(OCC(CO2)(C)C)C=C1 (7-Iodo-3,3-dimethyl-3,4-dihydro-2H-benzo[b][1,4]dioxepine), C1CCOC1 (THF), C(C)(C)NC(C)C (diisopropylamine). The yield is 54.9%. The solvent is CCCCCC (hexane). Reactants: BrC1=C(C=CC=C1C)C (2-bromo-1,3-dimethylbenzene), OC1=C2CCC(C2=CC=C1)=O (4-hydroxyindan-1-one), C([O-])([O-])=O.[K+].[K+] (potassium carbonate), N1=CC=CC=C1 (pyridine). Reagents/catalysts: [Cu]=O (copper(II) oxide). Solvent: CO (methanol), C1(=CC=CC=C1)C (toluene), CC=1C=CC=CC1C (o-xylene). Conditions: temperature 130 celsius, time 18 hour. Product: CC1=C(OC2=C3CCC(C3=CC=C2)=O)C(=CC=C1)C (4-(2,6-dimethylphenoxy)indan-1-one). Yield: 2.2%. Reaction SMILES: Br[C:2]1[C:7]([CH3:8])=[CH:6][CH:5]=[CH:4][C:3]=1[CH3:9].[OH:10][C:11]1[CH:19]=[CH:18][CH:17]=[C:16]2[C:12]=1[CH2:13][CH2:14][C:15]2=[O:20].C(=O)([O-])[O-].[K+].[K+].N1C=CC=CC=1>[Cu]=O.CO.C1(C)C=CC=CC=1.CC1C=CC=CC=1C>[CH3:9][C:3]1[CH:4]=[CH:5][CH:6]=[C:7]([CH3:8])[C:2]=1[O:10][C:11]1[CH:19]=[CH:18][CH:17]=[C:16]2[C:12]=1[CH2:13][CH2:14][C:15]2=[O:20] |f:2.3.4|. Procedure: A mixture of 2-bromo-1,3-dimethylbenzene (15.0 g, 81.1 mmol), 4-hydroxyindan-1-one (10.0 g, 67.5 mmol), copper(II) oxide (9.13 g, 114 mmol), potassium carbonate (18.7 g, 135 mmol), pyridine (200 mL) and o-xylene (100 mL) was stirred under a nitrogen atmosphere at 130° C. for 18 hr. After cooling the reaction mixture, a mixed solvent of toluene and methanol was added. The insoluble material was filtered off, and the filtrate was concentrated. Water was added to the residue, and the mixture was ex... Starting materials: C(C(=O)Cl)(=O)Cl (oxalyl chloride), FC(C1=CC=C(OC2=CC=C(O[C@@H](C(=O)O)C)C=C2)C=C1)(F)F ((R)-2-[4-(4-trifluoromethylphenoxy)phenoxy]-propanoic acid), C(C(=O)Cl)(=O)Cl (oxalyl chloride). Reagents/catalysts: CN(C=O)C (dimethylformamide). The solvent is CCOCC (ether). Run at time 1 hour. The product is acid chloride, FC(C1=CC=C(OC2=CC=C(O[C@@H](C(=O)Cl)C)C=C2)C=C1)(F)F ((R)-2-[4-(4-trifluoromethylphenoxy)phenoxy]propanoyl chloride). Reaction SMILES: [F:1][C:2]([F:23])([F:22])[C:3]1[CH:21]=[CH:20][C:6]([O:7][C:8]2[CH:19]=[CH:18][C:11]([O:12][C@H:13]([CH3:17])[C:14](O)=[O:15])=[CH:10][CH:9]=2)=[CH:5][CH:4]=1.C(Cl)(=O)C([Cl:27])=O>CN(C)C=O.CCOCC>[F:1][C:2]([F:23])([F:22])[C:3]1[CH:21]=[CH:20][C:6]([O:7][C:8]2[CH:19]=[CH:18][C:11]([O:12][C@H:13]([CH3:17])[C:14]([Cl:27])=[O:15])=[CH:10][CH:9]=2)=[CH:5][CH:4]=1. Procedure details: To a solution of (R)-2-[4-(4-trifluoromethylphenoxy)phenoxy]-propanoic acid (1.62 g., 4.96 mm), ether (20 ml) and dimethylformamide (about 2 drops) is added slowly oxalyl chloride (0.8 ml., 2 eq.). After addition of oxalyl chloride, the reaction mixture is stirred at room temperature for one hour. The mixture is then concentrated to give the acid chloride, (R)-2-[4-(4-trifluoromethylphenoxy)phenoxy]propanoyl chloride. Run in O1CCOCC1 (1,4-dioxane). Reaction SMILES: Br[C:2]1[N:3]=[CH:4][C:5]([F:32])=[C:6]2[C:10]([C:11](=[O:31])[C:12]([N:14]3[CH2:19][CH2:18][N:17]([C:20]4[N:24]([C:25]5[CH:30]=[CH:29][CH:28]=[CH:27][CH:26]=5)[N:23]=[N:22][N:21]=4)[CH2:16][CH2:15]3)=[O:13])=[CH:9][NH:8][C:7]=12.C([Sn]([C:46]#[N:47])(CCCC)CCCC)CCC>O1CCOCC1.C1C=CC([P]([Pd]([P](C2C=CC=CC=2)(C2C=CC=CC=2)C2C=CC=CC=2)([P](C2C=CC=CC=2)(C2C=CC=CC=2)C2C=CC=CC=2)[P](C2C=CC=CC=2)(C2C=CC=CC=2)C2C=CC=CC=2)(C2C=CC=CC=2)C2C=CC=CC=2)=CC=1>[F:32][C:5]1[CH:4]=[N:3][C:2]([C:46]#[N:47])=[C:7]2[NH:8][CH:9]=[C:10]([C:11](=[O:31])[C:12](=[O:13])[N:14]3[CH2:15][CH2:16][N:17]([C:20]4[N:24]([C:25]5[CH:26]=[CH:27][CH:28]=[CH:29][CH:30]=5)[N:23]=[N:22][N:21]=4)[CH2:18][CH2:19]3)[C:6]=12 |^1:57,59,78,97|. The reactants are BrC=1N=CC(=C2C1NC=C2C(C(=O)N2CCN(CC2)C2=NN=NN2C2=CC=CC=C2)=O)F (1-(7-bromo-4-fluoro-1H-pyrrolo[2,3-c]pyridin-3-yl)-2-(4-(1-phenyl-1H-tetrazol-5-yl)piperazin-1-yl)ethane-1,2-dione), C(CCC)[Sn](CCCC)(CCCC)C#N (tributyltin cyanide). Procedure details: To a sealable flask containing 1-(7-bromo-4-fluoro-1H-pyrrolo[2,3-c]pyridin-3-yl)-2-(4-(1-phenyl-1H-tetrazol-5-yl)piperazin-1-yl)ethane-1,2-dione (0.10 g, 0.20 mmol) in 1,4-dioxane (5 mL) was added tributyltin cyanide (0.07 g, 0.22 mmol) followed by Pd(PPh3)4 (0.07 g, 0.06 mmol). The mixture was flushed with N2, and the tube was sealed and heated to 100° C. After 16h of heating, the mixture was cooled to rt, and the solvent was removed in vacuo. The residue was dissolved in DMF and was filtered ... The reagents and catalysts are C=1C=CC(=CC1)[P](C=2C=CC=CC2)(C=3C=CC=CC3)[Pd]([P](C=4C=CC=CC4)(C=5C=CC=CC5)C=6C=CC=CC6)([P](C=7C=CC=CC7)(C=8C=CC=CC8)C=9C=CC=CC9)[P](C=1C=CC=CC1)(C=1C=CC=CC1)C=1C=CC=CC1 (Pd(PPh3)4). Reaction conditions: temperature 100 celsius. The product is FC1=C2C(=C(N=C1)C#N)NC=C2C(C(N2CCN(CC2)C2=NN=NN2C2=CC=CC=C2)=O)=O (4-fluoro-3-(2-oxo-2-(4-(1-phenyl-1H-tetrazol-5-yl)piperazin-1-yl)acetyl)-1H-pyrrolo[2,3-c]pyridine-7-carbonitrile). The yield is 31.4%. Reactants: CCn1cc(CN(C(=O)C2CCOc3c2cccc3[N+](=O)[O-])c2ccc(C(C)C)cc2)cn1, CCO, [Cl-], [Fe], [NH4+], O. Yields the product CCn1cc(CN(C(=O)C2CCOc3c(N)cccc32)c2ccc(C(C)C)cc2)cn1. As a reaction SMILES: [CH2:4]([CH3:5])[n:6]1[n:7][cH:8][c:9]([CH2:11][N:12]([C:13](=[O:14])[CH:15]2[CH2:16][CH2:17][O:18][c:19]3[c:20]([N+:25]([O-:26])=[O:27])[cH:21][cH:22][cH:23][c:24]32)[c:28]2[cH:29][cH:30][c:31]([CH:34]([CH3:35])[CH3:36])[cH:32][cH:33]2)[cH:10]1.[CH3:37][CH2:38][OH:39].[Cl-:2].[Fe:40].[NH4+:3].[OH2:1]>>[CH2:4]([CH3:5])[n:6]1[n:7][cH:8][c:9]([CH2:11][N:12]([C:13](=[O:14])[CH:15]2[CH2:16][CH2:17][O:18][c:19]3[c:20]([NH2:25])[cH:21][cH:22][cH:23][c:24]32)[c:28]2[cH:29][cH:30][c:31]([CH:34]([CH3:35])[CH3:36])[cH:32][cH:33]2)[cH:10]1.